This data is from the Open Reaction Database (ORD), a public repository of structured organic reaction records. The task is: describe an organic reaction: reactants, conditions, products, and yield The reactants are C1(=CC=CC=C1)N1N=CC=C1C(=O)O (1-phenyl-1H-pyrazole-5-carboxylic acid), C[C@@H]1[C@@H](NCCC1)CNC1=NC=C(C=C1)C(F)(F)F (rac-cis-N-((3-methylpiperidin-2-yl)methyl)-5-(trifluoromethyl)pyridin-2-amine). Yields the product C[C@@H]1[C@@H](N(CCC1)C(=O)C1=CC=NN1C1=CC=CC=C1)CNC1=NC=C(C=C1)C(F)(F)F (rac-cis-(3-Methyl-2-(((5-(trifluoromethyl)pyridin-2-yl)amino)methyl)piperidin-1-yl)(1-phenyl-1H-pyrazol-5-yl)methanone). Reaction SMILES: [C:1]1([N:7]2[C:11]([C:12]([OH:14])=O)=[CH:10][CH:9]=[N:8]2)[CH:6]=[CH:5][CH:4]=[CH:3][CH:2]=1.[CH3:15][C@H:16]1[CH2:21][CH2:20][CH2:19][NH:18][C@H:17]1[CH2:22][NH:23][C:24]1[CH:29]=[CH:28][C:27]([C:30]([F:33])([F:32])[F:31])=[CH:26][N:25]=1>>[CH3:15][C@H:16]1[CH2:21][CH2:20][CH2:19][N:18]([C:12]([C:11]2[N:7]([C:1]3[CH:2]=[CH:3][CH:4]=[CH:5][CH:6]=3)[N:8]=[CH:9][CH:10]=2)=[O:14])[C@H:17]1[CH2:22][NH:23][C:24]1[CH:29]=[CH:28][C:27]([C:30]([F:33])([F:31])[F:32])=[CH:26][N:25]=1. Procedure: The title compound was synthesized following the same general protocol as described in Example 11 using 1-phenyl-1H-pyrazole-5-carboxylic acid and rac-cis-N-((3-methylpiperidin-2-yl)methyl)-5-(trifluoromethyl)pyridin-2-amine. ESI-MS (m/z): 444, [M+1]+. Starting materials: ClC=1C=CN2C(C(=CC(=C2C1C)C1CC1)C(=O)OC)=O (methyl 8-chloro-1-cyclopropyl-9-methyl-4-oxo-4H-quinolizine-3-carboxylate), CN(C1=CC=C(C=C1)B(O)O)C ((4-(dimethylamino)-phenyl)-boronic acid). Yields the product CN(C1=CC=C(C=C1)C=1C=CN2C(C(=CC(=C2C1C)C1CC1)C(=O)OC)=O)C (methyl 8-(4-(dimethylamino)-phenyl)-1-cyclopropyl-9-methyl-4-oxo-4H-quinolizine-3-carboxylate). The yield is 39.8%. RXN SMILES: Cl[C:2]1[CH:3]=[CH:4][N:5]2[C:10]([C:11]=1[CH3:12])=[C:9]([CH:13]1[CH2:15][CH2:14]1)[CH:8]=[C:7]([C:16]([O:18][CH3:19])=[O:17])[C:6]2=[O:20].[CH3:21][N:22]([CH3:32])[C:23]1[CH:28]=[CH:27][C:26](B(O)O)=[CH:25][CH:24]=1>>[CH3:21][N:22]([CH3:32])[C:23]1[CH:28]=[CH:27][C:26]([C:2]2[CH:3]=[CH:4][N:5]3[C:10]([C:11]=2[CH3:12])=[C:9]([CH:13]2[CH2:15][CH2:14]2)[CH:8]=[C:7]([C:16]([O:18][CH3:19])=[O:17])[C:6]3=[O:20])=[CH:25][CH:24]=1. Procedure: Methyl 8-(4-(dimethylamino)-phenyl)-1-cyclopropyl-9-methyl-4-oxo-4H-quinolizine-3-carboxylate was prepared according to General Procedure A from methyl 8-chloro-1-cyclopropyl-9-methyl-4-oxo-4H-quinolizine-3-carboxylate (77 mg, 0.26 mmol) and (4-(dimethylamino)-phenyl)-boronic acid (56 mg, 0.34 mmol). Purification by flash silica column chromatography (DCM:MeOH) (1:0 to 94:6) afforded the title compound as a yellow solid (39 mg, 31%). Reactants: C#CCCCO, FC(F)(F)Oc1cccc(I)c1. Yields the product OCCCC#Cc1cccc(OC(F)(F)F)c1. As a reaction SMILES: [CH2:13]([CH2:14][CH2:15][C:16]#[CH:17])[OH:18].[I:1][c:2]1[cH:3][c:4]([O:8][C:9]([F:10])([F:11])[F:12])[cH:5][cH:6][cH:7]1>>[c:2]1([C:17]#[C:16][CH2:15][CH2:14][CH2:13][OH:18])[cH:3][c:4]([O:8][C:9]([F:10])([F:11])[F:12])[cH:5][cH:6][cH:7]1. Reactants: C1=NC2=C(N1[C@H]3[C@@H]([C@H](O3)CO)CO)N=C(N=C2N)N (2-amino-OXT-A), [C@@H]1([C@H](O)[C@H](O)[C@@H](COP(=O)(O)O)O1)N1C=NC=2C(N)=NC=NC12 (5'-adenylic acid). The solvent is 1, P(=O)([O-])([O-])[O-] (phosphate). Reaction conditions: temperature 37 celsius, time 70 hour. The product is C1=NC2=C(N1[C@H]3[C@@H]([C@H](O3)CO)CO)NC(=NC2=O)N (OXT-G). RXN SMILES: [CH:1]1[N:5]([C@@H:6]2[O:9][C@H:8]([CH2:10][OH:11])[C@H:7]2[CH2:12][OH:13])[C:4]2[N:14]=[C:15]([NH2:19])[N:16]=[C:17](N)[C:3]=2[N:2]=1.[C@@H]1(N2C3N=CN=C(N)C=3N=C2)O[C@H](COP(O)(O)=O)[C@@H](O)[C@H]1[OH:22]>P([O-])([O-])([O-])=O>[CH:1]1[N:5]([C@@H:6]2[O:9][C@H:8]([CH2:10][OH:11])[C@H:7]2[CH2:12][OH:13])[C:4]2[NH:14][C:15]([NH2:19])=[N:16][C:17](=[O:22])[C:3]=2[N:2]=1. Reported procedure: After 2.0 g of 2-amino-OXT-A was dissolved in 300 ml of 1/10M phosphate buffer (pH 6.5), 8.0 g of 5'-adenylic acid deaminase (manufactured by Amano Pharmaceutical Co., Ltd., DEAMIZYME®) was added to the solution followed by stirring at 37° C. for 70 hours. After insoluble matters of the reaction solution were removed by filtration, the filtrate was passed through a column packed with 50 ml of activated charcoal powders (manufactured by Wako Pure Chemical Industry K.K., for chromatography). After... Yields the product C(C)N1CCN(CC1)C1=NC(=CC2=CC=CC=C12)C1=CC=C(C=C1)[C@@H]1CC[C@@H](CC1)OC(C)=O (1-(4-ethylpiperazin-1-yl)-3-[4-(cis-4-acetoxycyclohexyl)phenyl]isoquinoline). As a reaction SMILES: [C:1]([O:4][C@H:5]1[CH2:10][CH2:9][C@@H:8]([C:11]2[CH:16]=[CH:15][CH:14]=[CH:13][C:12]=2[Sn](CCCC)(CCCC)CCCC)[CH2:7][CH2:6]1)(=[O:3])[CH3:2].Br[C:31]1[N:32]=[C:33]([N:41]2[CH2:46][CH2:45][N:44]([CH2:47][CH3:48])[CH2:43][CH2:42]2)[C:34]2[C:39]([CH:40]=1)=[CH:38][CH:37]=[CH:36][CH:35]=2>C1(C)C(C)=CC=CC=1.C(OCC)(=O)C.C1C=CC([P]([Pd]([P](C2C=CC=CC=2)(C2C=CC=CC=2)C2C=CC=CC=2)([P](C2C=CC=CC=2)(C2C=CC=CC=2)C2C=CC=CC=2)[P](C2C=CC=CC=2)(C2C=CC=CC=2)C2C=CC=CC=2)(C2C=CC=CC=2)C2C=CC=CC=2)=CC=1>[CH2:47]([N:44]1[CH2:43][CH2:42][N:41]([C:33]2[C:34]3[C:39](=[CH:38][CH:37]=[CH:36][CH:35]=3)[CH:40]=[C:31]([C:14]3[CH:13]=[CH:12][C:11]([C@H:8]4[CH2:7][CH2:6][C@@H:5]([O:4][C:1](=[O:3])[CH3:2])[CH2:10][CH2:9]4)=[CH:16][CH:15]=3)[N:32]=2)[CH2:46][CH2:45]1)[CH3:48] |^1:66,68,87,106|. Reported procedure: cis-4-(Tributylstannylphenyl)cyclohexyl acetate (1.37 g) and 3-bromo-1-(4-ethylpiperazin-1-yl)isoquinoline (1.11 g) were heated under reflux in the presence of tetrakistriphenylphosphinepalladium(0) (0.16 g) in xylene in nitrogen atmosphere overnight. After cooling, the reaction solution was diluted with ethyl acetate and filtered. The filtrate was extracted with 2N hydrochloric acid, and the resulting aqueous layer was washed with ethyl acetate. Then, it was adjusted to pH 10 with a 8N aqueous ... Run in C=1(C(=CC=CC1)C)C (xylene), C(C)(=O)OCC (ethyl acetate). The reagents and catalysts are C=1C=CC(=CC1)[P](C=2C=CC=CC2)(C=3C=CC=CC3)[Pd]([P](C=4C=CC=CC4)(C=5C=CC=CC5)C=6C=CC=CC6)([P](C=7C=CC=CC7)(C=8C=CC=CC8)C=9C=CC=CC9)[P](C=1C=CC=CC1)(C=1C=CC=CC1)C=1C=CC=CC1 (tetrakistriphenylphosphinepalladium(0)). The yield is 100.3%. The reactants are C(C)(=O)O[C@@H]1CC[C@@H](CC1)C1=C(C=CC=C1)[Sn](CCCC)(CCCC)CCCC (cis-4-(Tributylstannylphenyl)cyclohexyl acetate), BrC=1N=C(C2=CC=CC=C2C1)N1CCN(CC1)CC (3-bromo-1-(4-ethylpiperazin-1-yl)isoquinoline). Reactants: COC1=CC(=C(C=C1)C=1NC=2C(=NC=CC2)N1)OCC#C (2-(4-Methoxy-2-propargyloxyphenyl)imidazo(4,5-b)pyridine), C(\C=C\C(=O)[O-])(=O)[O-] (fumarate). Product: COC=1C=C(C(=CC1)OCC#C)C=1NC=2C(=NC=CC2)N1 (2-(3-Methoxy-6-propargyloxyphenyl)imidazo(4,5-b)pyridine). Reaction SMILES: CO[C:3]1[CH:8]=[CH:7][C:6]([C:9]2[NH:10][C:11]3[C:12]([N:17]=2)=[N:13][CH:14]=[CH:15][CH:16]=3)=[C:5]([O:18][CH2:19][C:20]#[CH:21])[CH:4]=1.C([O-])(=O)/C=C/[C:25]([O-])=[O:26]>>[CH3:25][O:26][C:8]1[CH:7]=[C:6]([C:9]2[NH:10][C:11]3[C:12]([N:17]=2)=[N:13][CH:14]=[CH:15][CH:16]=3)[C:5]([O:18][CH2:19][C:20]#[CH:21])=[CH:4][CH:3]=1. Procedure details: 2-(4-Methoxy-2-propargyloxyphenyl)imidazo(4,5-b)pyridine, fumarate, m.p. 220°. Reactants: CC1(OCC(CO1)CCN1C(=O)NC(=O)C=C1)C (1-[2-(2,2-Dimethyl-1,3-dioxan-5-yl)ethyl]uracil), [OH-].[Na+] (NaOH). Solvent: Cl (HCl). Yields the product OCC(CCN1C(=O)NC(=O)C=C1)CO (1-[4-Hydroxy-3-(hydroxymethyl)-1-butyl]-uracil). Yield: 35.2%. RXN SMILES: CC1(C)[O:7][CH2:6][CH:5]([CH2:8][CH2:9][N:10]2[CH:17]=[CH:16][C:14](=[O:15])[NH:13][C:11]2=[O:12])[CH2:4][O:3]1.[OH-].[Na+]>Cl>[OH:3][CH2:4][CH:5]([CH2:6][OH:7])[CH2:8][CH2:9][N:10]1[CH:17]=[CH:16][C:14](=[O:15])[NH:13][C:11]1=[O:12] |f:1.2|. Procedure details: A solution of 17 (7.75 gm, 30.5 mmol) in 1M HCl (25 ml) was stirred at 25° C. for 30 min. The solution was neutralized by addition of 10% aq. NaOH. The resulting solution was filtered and evaporated under vacuo. The solid residue obtained was chromatographed on a silica gel column using dichloromethane-methanol (88:12, v/v) as eluent to yield 18 (2.3 gm, 35.2%), which was used in the next reaction step. Starting materials: NC1=CC=C(C=C1)C=1C2CC2C(NN1)=O (2-(p-aminophenyl)-3,4-diaza-bicyclo[4.1.0]hept-2-en-5-one), FC(C(=O)Cl)F (difluoroacetyl chloride). Run in O1CCCC1 (tetrahydrofuran). Reaction conditions: time 20 hour. Yields the product O.FC(C(=O)NC1=CC=C(C=C1)C=1C2CC2C(NN1)=O)F.FC(C(=O)NC1=CC=C(C=C1)C=1C2CC2C(NN1)=O)F (2-(p-difluoroacetylaminophenyl)-3,4-diaza-bicyclo[4.1.0]hept-2-en-5-one hemihydrate). The yield is 94.3%. Reaction SMILES: [NH2:1][C:2]1[CH:7]=[CH:6][C:5]([C:8]2[CH:9]3[CH:11]([C:12](=[O:15])[NH:13][N:14]=2)[CH2:10]3)=[CH:4][CH:3]=1.[F:16][CH:17]([F:21])[C:18](Cl)=[O:19]>O1CCCC1>[OH2:15].[F:16][CH:17]([F:21])[C:18]([NH:1][C:2]1[CH:3]=[CH:4][C:5]([C:8]2[CH:9]3[CH:11]([C:12](=[O:15])[NH:13][N:14]=2)[CH2:10]3)=[CH:6][CH:7]=1)=[O:19].[F:16][CH:17]([F:21])[C:18]([NH:1][C:2]1[CH:3]=[CH:4][C:5]([C:8]2[CH:9]3[CH:11]([C:12](=[O:15])[NH:13][N:14]=2)[CH2:10]3)=[CH:6][CH:7]=1)=[O:19] |f:3.4.5|. Procedure details: 3.0 g (14.9 millimoles) of 2-(p-aminophenyl)-3,4-diaza-bicyclo[4.1.0]hept-2-en-5-one, 2.0 g (17.5 millimoles) of difluoroacetyl chloride and 100 ml of absolute tetrahydrofuran are kept first for 3 hours at 0°-5° C. and then for 20 hours at room temperature. The product is filtered off at 10° C., washed with water and recrystallized from methanol. 2.7 g (63% of theory) of 2-(p-difluoroacetylaminophenyl)-3,4-diaza-bicyclo[4.1.0]hept-2-en-5-one hemihydrate are obtained as colorless crystals, of mel...